From a dataset of the Open Reaction Database (ORD), a public repository of structured organic reaction records. describe an organic reaction: reactants, conditions, products, and yield Starting materials: CC(C)([O-])C.[K+] (potassium tert-butoxide), Cl (hydrochloric acid), C(C=CCC)#N (pentenenitrile), C(CC)(=O)OCC (ethyl propionate). Yield: 92.3%. Procedure: In a 20 l jacketed reactor fitted with heating/cooling circuit and reflux condenser, 3500 g of potassium tert-butoxide were initially charged, and 6316 g of tetrahydrofuran was added. At a temperature of at most 10° C., a mixture of 1200 g of pentenenitrile and 1651 g of ethyl propionate was then pumped in over a period of 75 min. Stirring was continued at 8 to 10° C. for 3 h and then at 15° C. overnight. The mixture was then adjusted to pH of 3.8 by pumping in 6316 g of 20% strength hydrochlori... Conditions: temperature 48 celsius, time 3 hour. RXN SMILES: [CH3:1][C:2](C)([O-])[CH3:3].[K+].[C:7](#[N:12])[CH:8]=[CH:9][CH2:10][CH3:11].C(OCC)(=[O:16])CC.Cl>CC1C=CC=CC=1C.O.O1CCCC1>[C:9]([CH:8]([CH2:3][CH:2]=[CH2:1])[C:7]#[N:12])(=[O:16])[CH2:10][CH3:11] |f:0.1|. Product: C(CC)(=O)C(C#N)CC=C (2-Propionylpent-4-enenitrile). Solvent: CC=1C=CC=CC1C (o-xylene), O (water), O1CCCC1 (tetrahydrofuran). Reactants: C=C1CC(NC(=O)OC(C)(C)C)CCN(c2c([N+](=O)[O-])cnn2C)C1, ClCCl, O=C(OO)c1cccc(Cl)c1. Product: Cn1ncc([N+](=O)[O-])c1N1CCC(NC(=O)OC(C)(C)C)CC2(CO2)C1. Reaction SMILES: [CH2:12]=[C:13]1[CH2:14][CH:15]([NH:29][C:30]([O:31][C:32]([CH3:33])([CH3:34])[CH3:35])=[O:36])[CH2:16][CH2:17][N:18]([c:20]2[n:21]([CH3:28])[n:22][cH:23][c:24]2[N+:25](=[O:26])[O-:27])[CH2:19]1.[Cl:37][CH2:38][Cl:39].[OH:1][O:2][C:3]([c:4]1[cH:5][c:6]([Cl:7])[cH:8][cH:9][cH:10]1)=[O:11]>>[O:1]1[CH2:12][C:13]12[CH2:14][CH:15]([NH:29][C:30]([O:31][C:32]([CH3:33])([CH3:34])[CH3:35])=[O:36])[CH2:16][CH2:17][N:18]([c:20]1[n:21]([CH3:28])[n:22][cH:23][c:24]1[N+:25](=[O:26])[O-:27])[CH2:19]2. Starting materials: [Br-], [Br-], C1CCNC1, COC(=O)C1CC(OC)(OC)C1, CC#N, [Mg+2]. The product is COC1(OC)CC(C(=O)N2CCCC2)C1. As a reaction SMILES: [Br-:18].[Br-:20].[CH2:13]1[CH2:14][CH2:15][NH:16][CH2:17]1.[CH3:1][O:2][C:3](=[O:4])[CH:5]1[CH2:6][C:7]([O:9][CH3:10])([O:11][CH3:12])[CH2:8]1.[CH3:21][C:22]#[N:23].[Mg+2:19]>>[C:3](=[O:4])([CH:5]1[CH2:6][C:7]([O:9][CH3:10])([O:11][CH3:12])[CH2:8]1)[N:16]1[CH2:15][CH2:14][CH2:13][CH2:17]1. The reactants are C(C)OC(=O)C=1N(C(=C(C1C1=CC=C(C=C1)OS(=O)(=O)C(F)(F)F)C#N)CC)C (4-cyano-5-ethyl-1-methyl-3-(4-trifluoromethanesulfonyloxyphenyl)-1H-pyrrole-2-carboxylic acid ethyl ester), BrC1=C2C=CNC2=CC=C1 (4-bromo-indole). Reaction SMILES: [CH2:1]([O:3][C:4]([C:6]1[N:7]([CH3:29])[C:8](CC)=[C:9]([C:25]#[N:26])[C:10]=1[C:11]1[CH:16]=[CH:15][C:14](OS(C(F)(F)F)(=O)=O)=[CH:13][CH:12]=1)=[O:5])[CH3:2].Br[C:31]1[CH:39]=[CH:38][CH:37]=[C:36]2[C:32]=1[CH:33]=[CH:34][NH:35]2>>[CH2:1]([O:3][C:4]([C:6]1[N:7]([CH3:29])[CH:8]=[C:9]([C:25]#[N:26])[C:10]=1[C:11]1[CH:12]=[CH:13][C:14]([C:31]2[CH:39]=[CH:38][CH:37]=[C:36]3[C:32]=2[CH:33]=[CH:34][NH:35]3)=[CH:15][CH:16]=1)=[O:5])[CH3:2]. Procedure details: Prepare the title compound in the manner analogous to the procedure set fourth in example E-222 using 4-cyano-5-ethyl-1-methyl-3-(4-trifluoromethanesulfonyloxyphenyl)-1H-pyrrole-2-carboxylic acid ethyl ester (prepared in example E-97a or 97b) and 4-bromo-indole. Purify the material by silica gel chromatography eluting with eluting with hexanes/ethyl acetate 4:1 to provide the title compound which is triturated with methylene chloride and hexanes to provide the title compound as a white solid. Ma... The product is C(C)OC(=O)C=1N(C=C(C1C1=CC=C(C=C1)C1=C2C=CNC2=CC=C1)C#N)C (3-(4-Indole-4-yl-phenyl)-4-cyano-1-methyl-1H-pyrrole-2-carboxylic acid ethyl ester).